From a dataset of the Open Reaction Database (ORD), a public repository of structured organic reaction records. describe an organic reaction: reactants, conditions, products, and yield The reactants are N(=[N+]=[N-])[C@@H]1[C@H](C[C@@H](OC1)C(C1=CC=CC=C1)C1=CC=CC=C1)O ((2R,4S,5S)-5-Azido-2-benzhydryl-tetrahydropyran-4-ol). The solvent is CO (MeOH). Yields the product N[C@@H]1[C@H](C[C@@H](OC1)C(C1=CC=CC=C1)C1=CC=CC=C1)O ((2R,4S,5S)-5-amino-2-benzhydryl-tetrahydropyran-4-ol). Isolated yield 100.8%. RXN SMILES: [N:1]([C@H:4]1[CH2:9][O:8][C@@H:7]([CH:10]([C:17]2[CH:22]=[CH:21][CH:20]=[CH:19][CH:18]=2)[C:11]2[CH:16]=[CH:15][CH:14]=[CH:13][CH:12]=2)[CH2:6][C@@H:5]1[OH:23])=[N+]=[N-]>CO>[NH2:1][C@H:4]1[CH2:9][O:8][C@@H:7]([CH:10]([C:11]2[CH:16]=[CH:15][CH:14]=[CH:13][CH:12]=2)[C:17]2[CH:22]=[CH:21][CH:20]=[CH:19][CH:18]=2)[CH2:6][C@@H:5]1[OH:23]. Reported procedure: (2R,4S,5S)-5-Azido-2-benzhydryl-tetrahydropyran-4-ol (0.05 g, 0.14 mmol) was hydrogenated (Procedure G) to yield (2R,4S,5S)-5-amino-2-benzhydryl-tetrahydropyran-4-ol 0.04 g (97%, [α]D=(+) 66.2, c=1, MeOH).